This data is from the Open Reaction Database (ORD), a public repository of structured organic reaction records. The task is: describe an organic reaction: reactants, conditions, products, and yield Reactants: NC1=NC=C(C=N1)C=1C(=CC=2C3=C(NC2C1)C(=CN=C3N[C@@H](C(F)(F)F)C3CC3)C(=O)N)Br (7-(2-aminopyrimidin-5-yl)-8-bromo-1-{[(1R)-1-cyclopropyl-2,2,2-trifluoroethyl]amino}-5H-pyrido[4,3-b]indole-4-carboxamide), CB1OB(OB(O1)C)C (trimethylboroxin), C([O-])([O-])=O.[Na+].[Na+] (sodium carbonate). Reagents/catalysts: C=1C=CC(=CC1)[P](C=2C=CC=CC2)(C=3C=CC=CC3)[Pd]([P](C=4C=CC=CC4)(C=5C=CC=CC5)C=6C=CC=CC6)([P](C=7C=CC=CC7)(C=8C=CC=CC8)C=9C=CC=CC9)[P](C=1C=CC=CC1)(C=1C=CC=CC1)C=1C=CC=CC1 (Pd(PPh3)4). Solvent: O1CCOCC1 (1,4-dioxane). Conditions: temperature 100 celsius. Yields the product NC1=NC=C(C=N1)C=1C(=CC=2C3=C(NC2C1)C(=CN=C3N[C@@H](C(F)(F)F)C3CC3)C(=O)N)C (7-(2-Aminopyrimidin-5-yl)-1-{[(1R)-1-cyclopropyl-2,2,2-trifluoroethyl]amino}-8-methyl-5H-pyrido[4,3-b]indole-4-carboxamide). Reaction SMILES: [NH2:1][C:2]1[N:7]=[CH:6][C:5]([C:8]2[C:9](Br)=[CH:10][C:11]3[C:12]4[C:20]([NH:21][C@H:22]([CH:27]5[CH2:29][CH2:28]5)[C:23]([F:26])([F:25])[F:24])=[N:19][CH:18]=[C:17]([C:30]([NH2:32])=[O:31])[C:13]=4[NH:14][C:15]=3[CH:16]=2)=[CH:4][N:3]=1.[CH3:34]B1OB(C)OB(C)O1.C(=O)([O-])[O-].[Na+].[Na+]>O1CCOCC1.C1C=CC([P]([Pd]([P](C2C=CC=CC=2)(C2C=CC=CC=2)C2C=CC=CC=2)([P](C2C=CC=CC=2)(C2C=CC=CC=2)C2C=CC=CC=2)[P](C2C=CC=CC=2)(C2C=CC=CC=2)C2C=CC=CC=2)(C2C=CC=CC=2)C2C=CC=CC=2)=CC=1>[NH2:1][C:2]1[N:7]=[CH:6][C:5]([C:8]2[C:9]([CH3:34])=[CH:10][C:11]3[C:12]4[C:20]([NH:21][C@H:22]([CH:27]5[CH2:29][CH2:28]5)[C:23]([F:26])([F:25])[F:24])=[N:19][CH:18]=[C:17]([C:30]([NH2:32])=[O:31])[C:13]=4[NH:14][C:15]=3[CH:16]=2)=[CH:4][N:3]=1 |f:2.3.4,^1:58,60,79,98|. Reported procedure: A mixture of 7-(2-aminopyrimidin-5-yl)-8-bromo-1-{[(1R)-1-cyclopropyl-2,2,2-trifluoroethyl]amino}-5H-pyrido[4,3-b]indole-4-carboxamide (100 mg, 0.19 mmol), trimethylboroxin (48 mg, 0.38 mmol), Pd(PPh3)4 (11 mg, 0.0096 mmol), and sodium carbonate (61 mg, 0.58 mmol) in 1,4-dioxane (3 mL) was purged with nitrogen, heated to 100° C. overnight, and cooled to room temperature. The mixture was concentrated and purified by flash chromatography to afford the title compound. 1H NMR (500 MHz, CD3SOCD3) δ 1... The reactants are resultant solution, CN(C=O)C (N,N-dimethylformamide), [Cl-] (chloride), [Solution A]Trimethylsilylacetamide, NC1[C@@H]2N(C(=C(CS2)CSC2=NN=NN2CC=C)C(=O)O)C1=O (7-amino-3-(1-allyl-1H-tetrazol-5-yl)thiomethyl-3-cephem-4-carboxylic acid), C(=O)NC=1SC=C(N1)C(C(=O)O)=NOCCCl (2-(2-Formamidothiazol-4-yl)-2-(2-chloroethoxyimino)acetic acid), solution A. Solvent: O (Water), C(C)(=O)OCC (ethyl acetate), C(C)(=O)OCC (ethyl acetate), C(C)(=O)OCC (ethyl acetate). Run at time 30 minute. The product is C[N+](=CCl)C.[Cl-] (Vilsmeier reagent), C(=O)NC=1SC=C(N1)C(C(=O)NC1[C@@H]2N(C(=C(CS2)CSC2=NN=NN2CC=C)C(=O)O)C1=O)=NOCCCl (7-[2-(2-formamidothiazol-4-yl)-2-(2-chloroethoxyimino)acetamido]-3-(1-allyl-1H-tetrazol-5-yl)thiomethyl-3-cephem-4-carboxylic acid). Isolated yield 83.4%. As a reaction SMILES: [CH3:1][N:2]([CH3:5])[CH:3]=O.[Cl-:6].[CH:7]([NH:9][C:10]1[S:11][CH:12]=[C:13]([C:15](=[N:19][O:20][CH2:21][CH2:22][Cl:23])[C:16]([OH:18])=O)[N:14]=1)=[O:8].[NH2:24][CH:25]1[C:45](=[O:46])[N:27]2[C:28]([C:42]([OH:44])=[O:43])=[C:29]([CH2:32][S:33][C:34]3[N:38]([CH2:39][CH:40]=[CH2:41])[N:37]=[N:36][N:35]=3)[CH2:30][S:31][C@H:26]12>C(OCC)(=O)C.O>[CH3:1][N+:2]([CH3:5])=[CH:3][Cl:23].[Cl-:6].[CH:7]([NH:9][C:10]1[S:11][CH:12]=[C:13]([C:15](=[N:19][O:20][CH2:21][CH2:22][Cl:23])[C:16]([NH:24][CH:25]2[C:45](=[O:46])[N:27]3[C:28]([C:42]([OH:44])=[O:43])=[C:29]([CH2:32][S:33][C:34]4[N:38]([CH2:39][CH:40]=[CH2:41])[N:37]=[N:36][N:35]=4)[CH2:30][S:31][C@H:26]23)=[O:18])[N:14]=1)=[O:8] |f:6.7|. Reported procedure: Vilsmeier reagent was prepared from dry N,N-dimethylformamide (0.3 g.) and phosphory chloride (0.5 g.) in dry ethyl acetate (1.2 ml.) in a usual manner. 2-(2-Formamidothiazol-4-yl)-2-(2-chloroethoxyimino)acetic acid (syn isomer, 0.9 g.) and dry ethyl acetate (10 ml.) were added to the mixture under ice-cooling and then stirred at the same temperature for 30 minutes. [Solution A]Trimethylsilylacetamide (2.9 g.) was added to a solution of 7-amino-3-(1-allyl-1H-tetrazol-5-yl)thiomethyl-3-cephem-4-c... The reactants are Br[Mg]c1ccccc1 (effective_coupling_partner), CCN(CC)C(=O)Oc1ccccc1OC (substrate). Reagents/catalysts: CC(O)c1ccccc1P(c2ccccc2)c3ccccc3. Conditions: temperature 25 celsius, time 18 hour. The product is COc1ccccc1c2ccccc2. Starting materials: ClC(=O)OC(C)C (isopropyl chloroformate), ice water, C(C)C=1C=C(N)C=C(C1OCC)Cl (3-Ethyl-4-ethoxy-5-chloroaniline), CCN(CC)C=1C=CC=CC1 (diethylaniline), resultant solution. The solvent is C1(=CC=CC=C1)C (toluene). Run at time 12 hour. Product: C(C)C=1C=C(C=C(C1OCC)Cl)NC(OC(C)C)=O (isopropyl N-(3-ethyl-4-ethoxy-5-chlorophenyl)carbamate). The yield is 88.3%. Reaction SMILES: [CH2:1]([C:3]1[CH:4]=[C:5]([CH:7]=[C:8]([Cl:13])[C:9]=1[O:10][CH2:11][CH3:12])[NH2:6])[CH3:2].CCN(C1C=CC=CC=1)CC.Cl[C:26]([O:28][CH:29]([CH3:31])[CH3:30])=[O:27]>C1(C)C=CC=CC=1>[CH2:1]([C:3]1[CH:4]=[C:5]([NH:6][C:26](=[O:27])[O:28][CH:29]([CH3:31])[CH3:30])[CH:7]=[C:8]([Cl:13])[C:9]=1[O:10][CH2:11][CH3:12])[CH3:2]. Procedure details: 3-Ethyl-4-ethoxy-5-chloroaniline (1.9 g) and diethylaniline (1.5 g) were dissolved in toluene (20 ml). To the resultant solution was dropwise added isopropyl chloroformate (1.2 g) in 5 minutes under ice-cooling. After being allowed to stand at room temperature for 12 hours, the reaction mixture was poured into ice-water and extracted with toluene. The extract was washed with water, dried over magnesium sulfate and concentrated under reduced pressure. The residue was purified by silica gel chroma... Starting materials: N12CC(C(CC1)CC2)=O (3-quinuclidinone), B.C1CCOC1 (borane THF), [H-].[Na+] (Sodium hydride), CCOC(=O)C(F)P(=O)(OCC)OCC (triethyl 2-fluoro-2-phosphonoacetate), [H-].[Na+] (sodium hydride). Run in C1CCOC1 (THF), O (Water), O (water), C1CCOC1 (THF), C(C)(=O)O (acetic acid). Run at temperature 50 celsius, time 2 hour. Yields the product C(C)C1N2CCC(C1=C(C(=O)O)F)CC2.B (Borane-[ethyl fluoro-(3-quinuclidinylidene)acetate]). The yield is 70.5%. As a reaction SMILES: [H-].[Na+].CC[O:5][C:6]([CH:8](P(OCC)(OCC)=O)[F:9])=[O:7].[N:18]12[CH2:25][CH2:24][CH:21]([CH2:22][CH2:23]1)[C:20](=O)[CH2:19]2.[BH3:27].[CH2:28]1COC[CH2:29]1>C(O)(=O)C.O.C1COCC1>[CH2:28]([CH:19]1[C:20](=[C:8]([F:9])[C:6]([OH:5])=[O:7])[CH:21]2[CH2:24][CH2:25][N:18]1[CH2:23][CH2:22]2)[CH3:29].[BH3:27] |f:0.1,4.5,9.10|. Procedure: Sodium hydride (60 wt. %, 83.6 g, 2.09 mol) was added to a mixture of triethyl 2-fluoro-2-phosphonoacetate (506 g, 2.09 mol) and THF (3.0 l) with ice-cooling, and the mixture was stirred for 2 hours. A THF (600 ml) solution of 3-quinuclidinone (238 g, 1.90 mol) was added and the mixture was stirred at room temperature for 5 days. Water (500 ml) was added to the reaction mixture and the mixture was concentrated under a reduced pressure. Water (2.5 l) was added to the residue, and then the reactio... Reactants: C(CCC)(=O)C=1C=NC2=C(C=CC=C2C1Cl)COC(C1=CC=C(C=C1)OC)=O (3-butyryl-4-chloro-8-(4-methoxybenzo yloxymethyl)quinoline), NC1=C(C=C(C=C1)O)C (4-amino-3-methylphenol). The solvent is O1CCOCC1 (1,4-dioxan). The product is C(CCC)(=O)C=1C=NC2=C(C=CC=C2C1NC1=C(C=C(C=C1)O)C)COC(C1=CC=C(C=C1)OC)=O (3-butyryl-4-(4-hydroxy-2-methylphenylamino)-8-(4-methoxybenzoyloxymethyl)-quinoline). Isolated yield 76.1%. As a reaction SMILES: [C:1]([C:6]1[CH:7]=[N:8][C:9]2[C:14]([C:15]=1Cl)=[CH:13][CH:12]=[CH:11][C:10]=2[CH2:17][O:18][C:19](=[O:28])[C:20]1[CH:25]=[CH:24][C:23]([O:26][CH3:27])=[CH:22][CH:21]=1)(=[O:5])[CH2:2][CH2:3][CH3:4].[NH2:29][C:30]1[CH:35]=[CH:34][C:33]([OH:36])=[CH:32][C:31]=1[CH3:37]>O1CCOCC1>[C:1]([C:6]1[CH:7]=[N:8][C:9]2[C:14]([C:15]=1[NH:29][C:30]1[CH:35]=[CH:34][C:33]([OH:36])=[CH:32][C:31]=1[CH3:37])=[CH:13][CH:12]=[CH:11][C:10]=2[CH2:17][O:18][C:19](=[O:28])[C:20]1[CH:25]=[CH:24][C:23]([O:26][CH3:27])=[CH:22][CH:21]=1)(=[O:5])[CH2:2][CH2:3][CH3:4]. Procedure details: A solution of 3-butyryl-4-chloro-8-(4-methoxybenzo yloxymethyl)quinoline (2.56 g, 6.4 mmol) and 4-amino-3-methylphenol (1.18 g, 9.6 mmol) in 1,4-dioxan (30 ml) was heated at reflux for 2 hours, then evaporated. Chromatography (silica gel, 1% methanol in dichloromethane) and recyrstallization from ethanol gave 3-butyryl-4-(4-hydroxy-2-methylphenylamino)-8-(4-methoxybenzoyloxymethyl)-quinoline, (2.36 g, 76%), m.p. 171°-175°. Run in C1CCOC1 (THF), C(C)N(CC)CC (triethylamine). Procedure: 3.0 g of 3-chloro-6-methoxy-benzo(b)thiophene-2-carboxylic acid (7.0 g) synthesized from 4-methoxycinnamic acid (10.0 g) and thionyl chloride (15 ml) according to the method described in J. Med. Chem. 1992, 35, 958–965 was reacted with dimethylamine hydrochloride and triethylamine in THF to give the title compound (1.9 g) as a brown oil. Reactants: ClC=1C2=C(SC1C(=O)O)C=C(C=C2)OC (3-chloro-6-methoxy-benzo(b)thiophene-2-carboxylic acid), COC1=CC=C(C=CC(=O)O)C=C1 (4-methoxycinnamic acid), S(=O)(Cl)Cl (thionyl chloride), Cl.CNC (dimethylamine hydrochloride). Product: ClC=1C2=C(SC1C(=O)N(C)C)C=C(C=C2)OC (3-chloro-6-methoxy-N,N-dimethylbenzo(b)thiophene-2-carboxamide). RXN SMILES: [Cl:1][C:2]1[C:3]2[CH:13]=[CH:12][C:11]([O:14][CH3:15])=[CH:10][C:4]=2[S:5][C:6]=1[C:7](O)=[O:8].COC1C=CC(C=CC(O)=O)=CC=1.S(Cl)(Cl)=O.Cl.[CH3:34][NH:35][CH3:36]>C1COCC1.C(N(CC)CC)C>[Cl:1][C:2]1[C:3]2[CH:13]=[CH:12][C:11]([O:14][CH3:15])=[CH:10][C:4]=2[S:5][C:6]=1[C:7]([N:35]([CH3:36])[CH3:34])=[O:8] |f:3.4|. The reactants are Cl (HCl), NC1=NC=NN2C1=C(C=C2CCCCN2[C@@H]1CN([C@H](C2)C1)C(=O)OC(C)(C)C)C=1C=CC2=CN(N=C2C1)CC1=CC=CC=C1 (tert-butyl (1S,4S)-5-{-4-[4-amino-5-(2-benzyl-2H-indazol-6-yl)pyrrolo[2,1-f][1,2,4]triazin-7-yl]butyl}-2,5-diazabicyclo[2.2.1]heptane-2-carboxylate), Cl (HCl). Solvent: O1CCOCC1 (dioxane), CO (MeOH), O1CCOCC1 (dioxane). Conditions: time 2 hour. Product: C(C1=CC=CC=C1)N1N=C2C=C(C=CC2=C1)C=1C=C(N2N=CN=C(C21)N)CCCCN2[C@@H]1CN[C@H](C2)C1 (5-(2-benzyl-2H-indazol-6-yl)-7-{4-[(1S,4S)-2,5-diazabicyclo[2.2.1]hept-2-yl]butyl}pyrrolo[2,1-f][1,2,4]triazin-4-amine). The yield is 62.0%. Reaction SMILES: [NH2:1][C:2]1[C:7]2=[C:8]([C:29]3[CH:30]=[CH:31][C:32]4[C:36]([CH:37]=3)=[N:35][N:34]([CH2:38][C:39]3[CH:44]=[CH:43][CH:42]=[CH:41][CH:40]=3)[CH:33]=4)[CH:9]=[C:10]([CH2:11][CH2:12][CH2:13][CH2:14][N:15]3[CH2:20][C@@H:19]4[CH2:21][C@H:16]3[CH2:17][N:18]4C(OC(C)(C)C)=O)[N:6]2[N:5]=[CH:4][N:3]=1.Cl>CO.O1CCOCC1>[CH2:38]([N:34]1[CH:33]=[C:32]2[C:36]([CH:37]=[C:29]([C:8]3[CH:9]=[C:10]([CH2:11][CH2:12][CH2:13][CH2:14][N:15]4[CH2:20][C@@H:19]5[CH2:21][C@H:16]4[CH2:17][NH:18]5)[N:6]4[C:7]=3[C:2]([NH2:1])=[N:3][CH:4]=[N:5]4)[CH:30]=[CH:31]2)=[N:35]1)[C:39]1[CH:44]=[CH:43][CH:42]=[CH:41][CH:40]=1. Procedure details: To a solution of tert-butyl (1S,4S)-5-{-4-[4-amino-5-(2-benzyl-2H-indazol-6-yl)pyrrolo[2,1-f][1,2,4]triazin-7-yl]butyl}-2,5-diazabicyclo[2.2.1]heptane-2-carboxylate in MeOH (1 mL) was added 4M HCl in dioxane (0.5 mL). The mixture was stirred at rt for 2 h. Additional 4M HCl in dioxane (0.5 mL) was added and the mixture continued to stir at rt for 16 h. The mixture was concentrated and the residue was partitioned between saturated, aqueous NaHCO3 (20 mL) and EtOAc (20 mL). The layers were separat...